From a dataset of the Open Reaction Database (ORD), a public repository of structured organic reaction records. describe an organic reaction: reactants, conditions, products, and yield The solvent is C1(=CC=CC=C1)C (toluene). Procedure: Approximately 60 g of 1,2-epoxyhexadeacane (obtained from Union Carbide Co.), 135 g of 50% dodecylphenol sulfide (made by reacting 3 moles of dodecylphenol with 2 moles of sulfur dichloride at 100° to 150° C. for 6 hours with agitation followed by vacuum topping to remove residual HCl) in 100" solvent paraffinic neutral lubricating diluent oil, 100 g of toluene solvent and 20 g of boric acid were charged to a reactor equipped with agitator, heater, Dean-Start tube with condenser and provision fo... The product is O1CC1CCCCCCCCCCCCCC.B(O)(O)O.C(CCCCCCCCCCC)C12C(C=CC=C1)(O)S2 (1,2-Epoxyhexadecane Dodecylphenol Sulfide Borate). Starting materials: O (water), 1,2-epoxyhexadeacane, C(CCCCCCCCCCC)C12C(C=CC=C1)(O)S2 (dodecylphenol sulfide), B(O)(O)O (boric acid). RXN SMILES: [CH2:1]([C:13]12[S:20][C:14]1([OH:19])[CH:15]=[CH:16][CH:17]=[CH:18]2)[CH2:2][CH2:3][CH2:4][CH2:5][CH2:6][CH2:7][CH2:8][CH2:9][CH2:10][CH2:11][CH3:12].[B:21]([OH:24])([OH:23])[OH:22].O>C1(C)C=CC=CC=1>[O:19]1[CH:15]([CH2:16][CH2:17][CH2:18][CH2:13][CH2:1][CH2:2][CH2:3][CH2:4][CH2:5][CH2:6][CH2:7][CH2:8][CH2:9][CH3:10])[CH2:14]1.[B:21]([OH:24])([OH:23])[OH:22].[CH2:1]([C:13]12[S:20][C:14]1([OH:19])[CH:15]=[CH:16][CH:17]=[CH:18]2)[CH2:2][CH2:3][CH2:4][CH2:5][CH2:6][CH2:7][CH2:8][CH2:9][CH2:10][CH2:11][CH3:12] |f:4.5.6|. The reactants are C(C1=CC=CC=C1)OC1=CC(=CC2=CC(=CC=C12)Br)C(=O)OCC (Ethyl 4-Benzyloxy-7-bromo-2-naphthalenecarboxylate), C(#N)[Cu] (CuCN), O (H2O), FeCl3. Run in CN(C)C=O (DMF). Conditions: temperature 25 celsius. The product is C(C1=CC=CC=C1)OC1=CC(=CC2=CC(=CC=C12)C#N)C(=O)OCC (Ethyl 4-Benzyloxy-7-cyano-2-naphthalenecarboxylate). Isolated yield 74.3%. RXN SMILES: [CH2:1]([O:8][C:9]1[C:18]2[C:13](=[CH:14][C:15](Br)=[CH:16][CH:17]=2)[CH:12]=[C:11]([C:20]([O:22][CH2:23][CH3:24])=[O:21])[CH:10]=1)[C:2]1[CH:7]=[CH:6][CH:5]=[CH:4][CH:3]=1.[C:25]([Cu])#[N:26].O>CN(C=O)C>[CH2:1]([O:8][C:9]1[C:18]2[C:13](=[CH:14][C:15]([C:25]#[N:26])=[CH:16][CH:17]=2)[CH:12]=[C:11]([C:20]([O:22][CH2:23][CH3:24])=[O:21])[CH:10]=1)[C:2]1[CH:7]=[CH:6][CH:5]=[CH:4][CH:3]=1. Procedure details: A solution of 12 (9.46 g, 27.2 mmol) in anhydrous DMF (12.6 mL) under Ar was treated with CuCN (2.92 g, 32.6 mmol, 1.2 equiv) and the mixture was warmed at reflux for 20 h. The reaction mixture was cooled to 25° C. and poured into 250 mL of H2O to which FeCl3 (5.29 g, 32.6 mmol, 1.2 equiv) was added with swirling. The solution was extracted with EtOAc (3×200 mL) and the combined organic layers were washed with saturated aqueous NaCl, dried (MgSO4) and concentrated. Recrystallization from 20% EtO... Starting materials: NC1=CC=CC=C1 (aniline), C(N)(OCC)=O (ethyl carbamate). Run in C(C)O (ethanol). Conditions: time 6 hour. The product is C(C)OC(NC1=CC=CC=C1)=O (N-phenyl-carbamic acid ethyl ester). Isolated yield 75.6%. As a reaction SMILES: [NH2:1][C:2]1[CH:7]=[CH:6][CH:5]=[CH:4][CH:3]=1.[C:8](=[O:13])([O:10][CH2:11][CH3:12])N>C(O)C>[CH2:11]([O:10][C:8](=[O:13])[NH:1][C:2]1[CH:7]=[CH:6][CH:5]=[CH:4][CH:3]=1)[CH3:12]. Reported procedure: 1024 g aniline, 980 g ethyl carbamate and 1060 g ethanol (approximately 96%) were reacted in the apparatus described in Example 1 for 6.0 hours at 200° C. When the apparatus had cooled and the pressure had been reduced, the reaction mixture was removed, filtered and distilled to remove the excess ethanol. The product was then fractionally distilled at 0.4 m bar. 1373 g N-phenyl-carbamic acid ethyl ester (75.5% of the theoretical yield), were collected and crystallized. The product had a melting ... Reactants: CC(C)(C)NS(=O)(=O)c1cccc(-c2cccc(C3=Nc4ccc(-c5ccccc5F)cc4NC(=O)C3)c2)c1, O=C(O)C(F)(F)F. Yields the product NS(=O)(=O)c1cccc(-c2cccc(C3=Nc4ccc(-c5ccccc5F)cc4NC(=O)C3)c2)c1. RXN SMILES: [C:1]([CH3:2])([CH3:3])([CH3:4])[NH:5][S:6](=[O:7])(=[O:8])[c:9]1[cH:10][c:11](-[c:15]2[cH:16][c:17]([C:21]3=[N:27][c:26]4[c:25]([cH:31][c:30](-[c:32]5[c:33]([F:38])[cH:34][cH:35][cH:36][cH:37]5)[cH:29][cH:28]4)[NH:24][C:23](=[O:39])[CH2:22]3)[cH:18][cH:19][cH:20]2)[cH:12][cH:13][cH:14]1.[F:40][C:41]([F:42])([F:43])[C:44]([OH:45])=[O:46]>>[NH2:5][S:6](=[O:7])(=[O:8])[c:9]1[cH:10][c:11](-[c:15]2[cH:16][c:17]([C:21]3=[N:27][c:26]4[c:25]([cH:31][c:30](-[c:32]5[c:33]([F:38])[cH:34][cH:35][cH:36][cH:37]5)[cH:29][cH:28]4)[NH:24][C:23](=[O:39])[CH2:22]3)[cH:18][cH:19][cH:20]2)[cH:12][cH:13][cH:14]1. The reactants are C(#N)CCN1C=NC(=C1)[N+](=O)[O-] (1-(2-Cyanoethyl)-4-nitroimidazole), [H][H] (hydrogen). The reagents and catalysts are [Pt]=O (platinum oxide). The solvent is CO (methanol). Yields the product C(#N)CCN1C=NC(=C1)N (1-(2-Cyanoethyl)-4-aminoimidazole). Isolated yield 84.8%. RXN SMILES: [C:1]([CH2:3][CH2:4][N:5]1[CH:9]=[C:8]([N+:10]([O-])=O)[N:7]=[CH:6]1)#[N:2].[H][H]>CO.[Pt]=O>[C:1]([CH2:3][CH2:4][N:5]1[CH:9]=[C:8]([NH2:10])[N:7]=[CH:6]1)#[N:2]. Procedure: 1-(2-Cyanoethyl)-4-nitroimidazole (3.32 g, 20 mmol) was dissolved in methanol (100 ml), and platinum oxide (50 mg) was added to the solution. The mixture was stirred for 12 hours in a hydrogen atmosphere. The catalyst was removed by filtration through Celite, and the filtrate was concentrated under reduced pressure. The residue was subjected to column chromatography on silica gel (chloroform:methanol=10:1 to 5:1) to obtain 2.31 g of the title compound (oil). Starting materials: CC(C)([O-])C.[Na+] (sodium tert-butoxide), ice, FC=1C=CC2=C(N=C(S2)N[C@@H]2C[C@H](C2)N)C1 (trans-N1-(5-fluorobenzo[d]thiazol-2-yl)cyclobutane-1,3-diamine), INTERMEDIATE 73, C(C)(C)N(CC)C(C)C (diisopropylethylamine), ClC=1C(=NC=CN1)C(C(=O)O)(C)C (2-(3-Chloropyrazin-2-yl)-2-methylpropanoic acid), ClC=1C(=NC=CN1)C(C(=O)O)(C)C (2-(3-Chloropyrazin-2-yl)-2-methylpropanoic acid), S(=O)(Cl)Cl (thionyl chloride). The solvent is C(C)(=O)OCC (ethyl acetate), O (Water), O1CCCC1 (tetrahydrofuran), ClCCl (dichloromethane). Reaction conditions: time 5 minute. Product: FC=1C=CC2=C(N=C(S2)N[C@@H]2C[C@H](C2)N2C(C(C=3C2=NC=CN3)(C)C)=O)C1 (5-(trans-3-((5-fluorobenzo[d]thiazol-2-yl)amino)cyclobutyl)-7,7-dimethyl-5H-pyrrolo[2,3-b]pyrazin-6(7H)-one). Yield: 34.1%. RXN SMILES: Cl[C:2]1[C:3]([C:8]([CH3:13])([CH3:12])[C:9]([OH:11])=O)=[N:4][CH:5]=[CH:6][N:7]=1.S(Cl)(Cl)=O.[F:18][C:19]1[CH:20]=[CH:21][C:22]2[S:26][C:25]([NH:27][C@H:28]3[CH2:31][C@H:30]([NH2:32])[CH2:29]3)=[N:24][C:23]=2[CH:33]=1.C(N(C(C)C)CC)(C)C.CC(C)([O-])C.[Na+]>ClCCl.O1CCCC1.C(OCC)(=O)C.O>[F:18][C:19]1[CH:20]=[CH:21][C:22]2[S:26][C:25]([NH:27][C@H:28]3[CH2:31][C@H:30]([N:32]4[C:2]5=[N:7][CH:6]=[CH:5][N:4]=[C:3]5[C:8]([CH3:13])([CH3:12])[C:9]4=[O:11])[CH2:29]3)=[N:24][C:23]=2[CH:33]=1 |f:4.5|. Procedure: 2-(3-Chloropyrazin-2-yl)-2-methylpropanoic acid, INTERMEDIATE 29 (0.250 g, 1.246 mmol) was dissolved in a mixture of thionyl chloride (5 ml, 68.5 mmol) and dichloromethane (5 mL) and heated to reflux. After 20 minutes the solution was evaporated to dryness under reduced pressure. The crude was dissolved in carbon tetrachloride (20 mL) and evaporated to dryness once more. The crude was dried further under high vac then dissolved in dichloromethane (20 mL). The product was then added to an ice coo...